From a dataset of the Open Reaction Database (ORD), a public repository of structured organic reaction records. describe an organic reaction: reactants, conditions, products, and yield The reactants are CC(C)(C)OC(=O)n1cccc1B(O)O, COC(=O)c1cnc(Cl)c([N+](=O)[O-])c1, [Na+], [Na+], O=C([O-])[O-], C1COCCO1. RXN SMILES: [C:15](=[O:16])([O:17][C:18]([CH3:19])([CH3:20])[CH3:21])[n:22]1[c:23]([B:27]([OH:28])[OH:29])[cH:24][cH:25][cH:26]1.[Cl:1][c:2]1[n:3][cH:4][c:5]([C:6](=[O:7])[O:8][CH3:9])[cH:10][c:11]1[N+:12](=[O:13])[O-:14].[Na+:30].[Na+:31].[O-:32][C:33](=[O:34])[O-:35].[O:36]1[CH2:37][CH2:38][O:39][CH2:40][CH2:41]1>>[c:2]1(-[c:23]2[n:22]([C:15](=[O:16])[O:17][C:18]([CH3:19])([CH3:20])[CH3:21])[cH:26][cH:25][cH:24]2)[n:3][cH:4][c:5]([C:6](=[O:7])[O:8][CH3:9])[cH:10][c:11]1[N+:12](=[O:13])[O-:14]. Yields the product COC(=O)c1cnc(-c2cccn2C(=O)OC(C)(C)C)c([N+](=O)[O-])c1. Reactants: CCCN(CC1CC1)c1ccc(C(F)(F)F)cc1CNc1ncc(Br)cn1, N#Cc1cc(CBr)cc(C(F)(F)F)c1, CC(=O)O, CN(C)C=O, [H-], [Na+]. The product is CCCN(CC1CC1)c1ccc(C(F)(F)F)cc1CN(Cc1cc(C#N)cc(C(F)(F)F)c1)c1ncc(Br)cn1. RXN SMILES: [Br:1][c:2]1[cH:3][n:4][c:5]([NH:8][CH2:9][c:10]2[c:11]([N:20]([CH2:21][CH2:22][CH3:23])[CH2:24][CH:25]3[CH2:26][CH2:27]3)[cH:12][cH:13][c:14]([C:16]([F:17])([F:18])[F:19])[cH:15]2)[n:6][cH:7]1.[Br:30][CH2:31][c:32]1[cH:33][c:34]([C:35]#[N:36])[cH:37][c:38]([C:40]([F:41])([F:42])[F:43])[cH:39]1.[CH3:44][C:45](=[O:46])[OH:47].[CH3:48][N:49]([CH3:50])[CH:51]=[O:52].[H-:28].[Na+:29]>>[Br:1][c:2]1[cH:3][n:4][c:5]([N:8]([CH2:9][c:10]2[c:11]([N:20]([CH2:21][CH2:22][CH3:23])[CH2:24][CH:25]3[CH2:26][CH2:27]3)[cH:12][cH:13][c:14]([C:16]([F:17])([F:18])[F:19])[cH:15]2)[CH2:31][c:32]2[cH:33][c:34]([C:35]#[N:36])[cH:37][c:38]([C:40]([F:41])([F:42])[F:43])[cH:39]2)[n:6][cH:7]1. Reactants: [OH-].[Na+] (sodium hydroxide), solution, Cl (hydrochloric acid), B (borane), ClC1=CC2=C(OC(=C2C2=CC=CC=C2)C(=O)N)C(=C1)I (5-chloro-7-iodo-3-phenylbenzo[b]furan-2-carboxamide). The solvent is O1CCCC1 (tetrahydrofuran), O1CCCC1 (tetrahydrofuran). Product: NCC1=C(C2=C(O1)C(=CC(=C2)Cl)I)C2=CC=CC=C2 (2-Aminomethyl-5-chloro-7-iodo-3-phenylbenzo[b]furan). As a reaction SMILES: B.[Cl:2][C:3]1[CH:20]=[C:19]([I:21])[C:6]2[O:7][C:8]([C:16]([NH2:18])=O)=[C:9]([C:10]3[CH:15]=[CH:14][CH:13]=[CH:12][CH:11]=3)[C:5]=2[CH:4]=1.Cl.[OH-].[Na+]>O1CCCC1>[NH2:18][CH2:16][C:8]1[O:7][C:6]2[C:19]([I:21])=[CH:20][C:3]([Cl:2])=[CH:4][C:5]=2[C:9]=1[C:10]1[CH:11]=[CH:12][CH:13]=[CH:14][CH:15]=1 |f:3.4|. Reported procedure: Add 150 ml. of a 1M solution of borane in tetrahydrofuran to 15.0 g. (0.038 mole) of 5-chloro-7-iodo-3-phenylbenzo[b]furan-2-carboxamide in 130 ml. of tetrahydrofuran and boil under reflux for 16 hours. Treat the solution with 8 ml. of 5% hydrochloric acid and reflux for 45 minutes more. Cool and make basic with sodium hydroxide solution.